From a dataset of the Open Reaction Database (ORD), a public repository of structured organic reaction records. describe an organic reaction: reactants, conditions, products, and yield The reactants are FC1=C(CNC(C(C)(C)C)=O)C=CC(=C1N=C=S)F (N-(2,4-difluoro-3-isothiocyanato-benzyl)-2,2-dimethyl-propionamide), NC=1C(=NC(=C(C(=O)N[C@@H]2CC[C@H](CC2)C(F)(F)F)C1)OCC(F)F)NC (5-amino-2-(2,2-difluoro-ethoxy)-N-(trans-4-trifluoromethyl-cyclohexyl)-6-methylamino-nicotinamide), CC(N=C=NC(C)C)C (DIC). The product is FC1=C(CNC(C(C)(C)C)=O)C=CC(=C1NC1=NC=2C(=NC(=C(C2)C(N[C@@H]2CC[C@H](CC2)C(F)(F)F)=O)OCC(F)F)N1C)F (N-{2,4-Difluoro-3-[6-(trans-4-trifluoromethyl-cylohexylcarbamoyl)-5-(2,2-difluoro-ethoxy)-3-methyl-3H-imidazo[4,5-b]pyridin-2-ylamino]benzyl}-2,2-dimethyl-propionamide). Reaction SMILES: [F:1][C:2]1[C:15]([N:16]=[C:17]=S)=[C:14]([F:19])[CH:13]=[CH:12][C:3]=1[CH2:4][NH:5][C:6](=[O:11])[C:7]([CH3:10])([CH3:9])[CH3:8].[NH2:20][C:21]1[C:22]([NH:45][CH3:46])=[N:23][C:24]([O:40][CH2:41][CH:42]([F:44])[F:43])=[C:25]([CH:39]=1)[C:26]([NH:28][C@H:29]1[CH2:34][CH2:33][C@H:32]([C:35]([F:38])([F:37])[F:36])[CH2:31][CH2:30]1)=[O:27].CC(C)N=C=NC(C)C>>[F:1][C:2]1[C:15]([NH:16][C:17]2[N:45]([CH3:46])[C:22]3=[N:23][C:24]([O:40][CH2:41][CH:42]([F:44])[F:43])=[C:25]([C:26](=[O:27])[NH:28][C@H:29]4[CH2:30][CH2:31][C@H:32]([C:35]([F:37])([F:36])[F:38])[CH2:33][CH2:34]4)[CH:39]=[C:21]3[N:20]=2)=[C:14]([F:19])[CH:13]=[CH:12][C:3]=1[CH2:4][NH:5][C:6](=[O:11])[C:7]([CH3:10])([CH3:9])[CH3:8]. Procedure details: The title compound is prepared from N-(2,4-difluoro-3-isothiocyanato-benzyl)-2,2-dimethyl-propionamide (150 mg, 0.38 mmol) and 5-amino-2-(2,2-difluoro-ethoxy)-N-(trans-4-trifluoromethyl-cyclohexyl)-6-methylamino-nicotinamide (150 mg, 0.38 mmol) with DIC in analogy to examples 8a/8b. Reported procedure: 7-Chloro-6-fluoro-4-(piperazin-1-yl)quinoline (0.36 g, 1.35 mmol) and 4-fluorophenyl isocyanate (171 μL, 1.5 mmol) in THF (10 mL) are reacted according to method C yielding the product as a colorless solid after column chromatography with hexane-EtOAc. The product is ClC1=C(C=C2C(=CC=NC2=C1)N1CCN(CC1)C(=O)NC1=CC=C(C=C1)F)F (7-Chloro-6-fluoro-4-[4-(4-fluorophenylaminocarbonyl)piperazin-1-yl]quinoline). Solvent: C1CCOC1 (THF). Reactants: CCCCCC.CCOC(=O)C (hexane EtOAc), ClC1=C(C=C2C(=CC=NC2=C1)N1CCNCC1)F (7-Chloro-6-fluoro-4-(piperazin-1-yl)quinoline), FC1=CC=C(C=C1)N=C=O (4-fluorophenyl isocyanate). Reaction SMILES: [Cl:1][C:2]1[CH:11]=[C:10]2[C:5]([C:6]([N:12]3[CH2:17][CH2:16][NH:15][CH2:14][CH2:13]3)=[CH:7][CH:8]=[N:9]2)=[CH:4][C:3]=1[F:18].[F:19][C:20]1[CH:25]=[CH:24][C:23]([N:26]=[C:27]=[O:28])=[CH:22][CH:21]=1.CCCCCC.CCOC(C)=O>C1COCC1>[Cl:1][C:2]1[CH:11]=[C:10]2[C:5]([C:6]([N:12]3[CH2:13][CH2:14][N:15]([C:27]([NH:26][C:23]4[CH:24]=[CH:25][C:20]([F:19])=[CH:21][CH:22]=4)=[O:28])[CH2:16][CH2:17]3)=[CH:7][CH:8]=[N:9]2)=[CH:4][C:3]=1[F:18] |f:2.3|. As a reaction SMILES: [CH2:25]1[O:26][CH2:27][CH2:28][CH2:29]1.[Cl:17][c:18]1[n:19][cH:20][cH:21][c:22]([F:24])[cH:23]1.[H-:15].[Na+:16].[OH:1][CH:2]1[CH2:3][CH2:4][N:5]([C:8](=[O:9])[O:10][C:11]([CH3:12])([CH3:13])[CH3:14])[CH2:6][CH2:7]1>>[O:1]([CH:2]1[CH2:3][CH2:4][N:5]([C:8](=[O:9])[O:10][C:11]([CH3:12])([CH3:13])[CH3:14])[CH2:6][CH2:7]1)[c:22]1[cH:21][cH:20][n:19][c:18]([Cl:17])[cH:23]1. The product is CC(C)(C)OC(=O)N1CCC(Oc2ccnc(Cl)c2)CC1. The reactants are C1CCOC1, Fc1ccnc(Cl)c1, [H-], [Na+], CC(C)(C)OC(=O)N1CCC(O)CC1. The reactants are CNC(=O)c1c2cc(C3CC3)c(N(CCCO)S(C)(=O)=O)cc2nn1-c1ccc(Br)cc1, Cc1ccccc1, OB(O)C1CC1, C1CCC(P(C2CCCCC2)C2CCCCC2)CC1, [K+], [K+], [K+], CC(=O)[O-], CC(=O)[O-], O, O=P([O-])([O-])[O-], [Pd+2]. Product: CNC(=O)c1c2cc(C3CC3)c(N(CCCO)S(C)(=O)=O)cc2nn1-c1ccc(C2CC2)cc1. As a reaction SMILES: [Br:1][c:2]1[cH:3][cH:4][c:5](-[n:8]2[n:9][c:10]3[cH:11][c:12]([N:24]([S:25](=[O:26])(=[O:27])[CH3:28])[CH2:29][CH2:30][CH2:31][OH:32])[c:13]([CH:21]4[CH2:22][CH2:23]4)[cH:14][c:15]3[c:16]2[C:17](=[O:18])[NH:19][CH3:20])[cH:6][cH:7]1.[CH3:66][c:67]1[cH:68][cH:69][cH:70][cH:71][cH:72]1.[CH:33]1([B:36]([OH:37])[OH:38])[CH2:34][CH2:35]1.[CH:47]1([P:48]([CH:49]2[CH2:50][CH2:51][CH2:52][CH2:53][CH2:54]2)[CH:55]2[CH2:56][CH2:57][CH2:58][CH2:59][CH2:60]2)[CH2:61][CH2:62][CH2:63][CH2:64][CH2:65]1.[K+:44].[K+:45].[K+:46].[O-:75][C:76]([CH3:77])=[O:78].[O-:79][C:80]([CH3:81])=[O:82].[OH2:73].[P:39]([O-:40])([O-:41])([O-:42])=[O:43].[Pd+2:74]>>[c:2]1([CH:33]2[CH2:34][CH2:35]2)[cH:3][cH:4][c:5](-[n:8]2[n:9][c:10]3[cH:11][c:12]([N:24]([S:25](=[O:26])(=[O:27])[CH3:28])[CH2:29][CH2:30][CH2:31][OH:32])[c:13]([CH:21]4[CH2:22][CH2:23]4)[cH:14][c:15]3[c:16]2[C:17](=[O:18])[NH:19][CH3:20])[cH:6][cH:7]1. Starting materials: O=C(O)c1ccc(C(=O)Nc2ccc(Cl)c(-c3ccccn3)c2)cc1, Nc1ccc(N)nc1. The product is Nc1ccc(NC(=O)c2ccc(C(=O)Nc3ccc(Cl)c(-c4ccccn4)c3)cc2)cn1. Reaction SMILES: [Cl:1][c:2]1[c:3](-[c:20]2[n:21][cH:22][cH:23][cH:24][cH:25]2)[cH:4][c:5]([NH:8][C:9](=[O:10])[c:11]2[cH:12][cH:13][c:14]([C:15](=[O:16])[OH:17])[cH:18][cH:19]2)[cH:6][cH:7]1.[NH2:26][c:27]1[n:28][cH:29][c:30]([NH2:33])[cH:31][cH:32]1>>[Cl:1][c:2]1[c:3](-[c:20]2[n:21][cH:22][cH:23][cH:24][cH:25]2)[cH:4][c:5]([NH:8][C:9](=[O:10])[c:11]2[cH:12][cH:13][c:14]([C:15](=[O:17])[NH:33][c:30]3[cH:29][n:28][c:27]([NH2:26])[cH:32][cH:31]3)[cH:18][cH:19]2)[cH:6][cH:7]1. Starting materials: ClC1=C(C=CC=C1)C=1N=C(SC1)N (4-(2-chlorophenyl)-1,3-thiazol-2-amine), C(CC)C1=CC=C(C=C1)S(=O)(=O)Cl (4-n-propylbenzenesulfonyl chloride). Product: ClC1=C(C=CC=C1)C=1N=C(SC1)NS(=O)(=O)C1=CC=C(C=C1)CCC (N-[4-(2-chlorophenyl)-1,3-thiazol-2-yl]-4-propylbenzenesulfonamide), solid. RXN SMILES: [Cl:1][C:2]1[CH:7]=[CH:6][CH:5]=[CH:4][C:3]=1[C:8]1[N:9]=[C:10]([NH2:13])[S:11][CH:12]=1.[CH2:14]([C:17]1[CH:22]=[CH:21][C:20]([S:23](Cl)(=[O:25])=[O:24])=[CH:19][CH:18]=1)[CH2:15][CH3:16]>>[Cl:1][C:2]1[CH:7]=[CH:6][CH:5]=[CH:4][C:3]=1[C:8]1[N:9]=[C:10]([NH:13][S:23]([C:20]2[CH:21]=[CH:22][C:17]([CH2:14][CH2:15][CH3:16])=[CH:18][CH:19]=2)(=[O:25])=[O:24])[S:11][CH:12]=1. Reported procedure: The title compound was prepared from 4-(2-chlorophenyl)-1,3-thiazol-2-amine and 4-n-propylbenzenesulfonyl chloride as described in the synthetic METHOD B to give a white solid (30.9 mg) with purity >90%. MS (pos) m/z 393.1. The reactants are COC1=CC=C(C(=O)C=2OC3=C(C2C)C(=C(C=C3CCC)Cl)O)C=C1 (2-(p-methoxybenzoyl)-3-methyl-4-hydroxy-5-chloro-7-propylbenzofuran), NN (hydrazine), [OH-].[K+] (potassium hydroxide). Run in C(CO)O (ethylene glycol), O (water). The product is COC1=CC=C(CC=2OC3=C(C2C)C(=C(C=C3CCC)Cl)O)C=C1 (2-(p-methoxybenzyl)-3-methyl-4hydroxy-5-chloro-7-propylbenzofuran). Yield: 54.5%. Reaction SMILES: [CH3:1][O:2][C:3]1[CH:25]=[CH:24][C:6]([C:7]([C:9]2[O:10][C:11]3[C:18]([CH2:19][CH2:20][CH3:21])=[CH:17][C:16]([Cl:22])=[C:15]([OH:23])[C:12]=3[C:13]=2[CH3:14])=O)=[CH:5][CH:4]=1.NN.[OH-].[K+]>C(O)CO.O>[CH3:1][O:2][C:3]1[CH:4]=[CH:5][C:6]([CH2:7][C:9]2[O:10][C:11]3[C:18]([CH2:19][CH2:20][CH3:21])=[CH:17][C:16]([Cl:22])=[C:15]([OH:23])[C:12]=3[C:13]=2[CH3:14])=[CH:24][CH:25]=1 |f:2.3|. Procedure: A solution of 2-(p-methoxybenzoyl)-3-methyl-4-hydroxy-5-chloro-7-propylbenzofuran (90 mg; 0.25 mmole), hydrazine (80 μl) and potassium hydroxide (98 mg) in ethylene glycol (2 mL) was heated at 145° C. for a period of 5 hours. The reaction mixture was cooled, poured in water, and extracted with ether. The organic phase was washed with 20% citric acid, with brine, dried (Na2SO4), and concentrated in vacuo. The residue was chromatographed on silica gel using 20% ethylacetate in hexane as eluent to ...